Task: describe an organic reaction: reactants, conditions, products, and yield. Dataset: the Open Reaction Database (ORD), a public repository of structured organic reaction records The product is COC1=C(CNC=2C(=NC=CC2)C2=CC=CC=C2)C=C(C=C1)OC(F)(F)F (3-(2-methoxy-5-trifluoromethoxybenzylamino)-2-phenylpyridine). The reagents and catalysts are C1(=CC=CC=C1)P(C1=CC=CC=C1)(C1=CC=CC=C1)[Ni-](P(C1=CC=CC=C1)(C1=CC=CC=C1)C1=CC=CC=C1)Cl (bis(triphenylphosphino)nickel(II) chloride). Procedure details: To a 250 mL 3 neck round bottom flask equipped with a mechanical stirrer, thermometer, addition funnel, and nitrogen inlet, were charged 98.1 mL of tetrahydrofuran, 3.27 grams (9.83 mmoles) of the 2-chloro-3-(2-methoxy-5-trifluoromethoxybenzylamino) pyridine and 1.93 grams (2.95 mmoles) of bis(triphenylphosphino)nickel(II) chloride. The black reaction mixture was stirred at 25 degree celsius for 40 minutes. Phenylmagnesium bromide (1M/THF, 38.4 mL, 38.4 mmoles) was added over a 25 minute period ... RXN SMILES: Cl[C:2]1[C:7]([NH:8][CH2:9][C:10]2[CH:15]=[C:14]([O:16][C:17]([F:20])([F:19])[F:18])[CH:13]=[CH:12][C:11]=2[O:21][CH3:22])=[CH:6][CH:5]=[CH:4][N:3]=1.[C:23]1([Mg]Br)[CH:28]=[CH:27][CH:26]=[CH:25][CH:24]=1>C1(P([Ni-](Cl)P(C2C=CC=CC=2)(C2C=CC=CC=2)C2C=CC=CC=2)(C2C=CC=CC=2)C2C=CC=CC=2)C=CC=CC=1.O1CCCC1>[CH3:22][O:21][C:11]1[CH:12]=[CH:13][C:14]([O:16][C:17]([F:20])([F:19])[F:18])=[CH:15][C:10]=1[CH2:9][NH:8][C:7]1[C:2]([C:23]2[CH:28]=[CH:27][CH:26]=[CH:25][CH:24]=2)=[N:3][CH:4]=[CH:5][CH:6]=1. Isolated yield 51.1%. Run at temperature 4 celsius, time 40 minute. The reactants are 3, ClC1=NC=CC=C1NCC1=C(C=CC(=C1)OC(F)(F)F)OC (2-chloro-3-(2-methoxy-5-trifluoromethoxybenzylamino) pyridine), C1(=CC=CC=C1)[Mg]Br (Phenylmagnesium bromide). The solvent is O1CCCC1 (tetrahydrofuran). Starting materials: OC1=C(OC2=C1C=NC=C2)C(=O)OCC (Ethyl 3-hydroxyfuro[3,2-c]pyridine-2-carboxylate). The solvent is Cl (hydrochloric acid). Yields the product O1CC(C=2C=NC=CC21)=O (furo[3,2-c]pyridin-3(2H)-one). Yield: 15.1%. As a reaction SMILES: [OH:1][C:2]1[C:6]2[CH:7]=[N:8][CH:9]=[CH:10][C:5]=2[O:4][C:3]=1C(OCC)=O>Cl>[O:4]1[C:5]2[CH:10]=[CH:9][N:8]=[CH:7][C:6]=2[C:2](=[O:1])[CH2:3]1. Procedure: Ethyl 3-hydroxyfuro[3,2-c]pyridine-2-carboxylate (5.79 g, 27.9 mmol) was dissolved in 10% hydrochloric acid (50 mL), and heated under reflux for 40 h. The reaction mixture was evaporated to dryness. The residue was suspended in saturated sodium bicarbonate solution and extracted with chloroform 3 times. The chloroform extracts were combined, dried (MgSO4), filtered, and evaporated to give furo[3,2-c]pyridin-3(2H)-one (570 mg) as a light-brown oil. N,N-Diisopropylethylamine (616 mg, 4.77 mmol) wa...